From a dataset of the Open Reaction Database (ORD), a public repository of structured organic reaction records. describe an organic reaction: reactants, conditions, products, and yield The reactants are COC(=O)c1ccc(Br)c(CBr)c1, CC(=O)O, CC(=O)[O-], [Na+]. Yields the product COC(=O)c1ccc(Br)c(COC(C)=O)c1. RXN SMILES: [Br:1][c:2]1[c:3]([CH2:12][Br:13])[cH:4][c:5]([C:6](=[O:7])[O:8][CH3:9])[cH:10][cH:11]1.[C:19]([OH:20])(=[O:21])[CH3:22].[CH3:15][C:16]([O-:17])=[O:18].[Na+:14]>>[Br:1][c:2]1[c:3]([CH2:12][O:18][C:16]([CH3:15])=[O:17])[cH:4][c:5]([C:6](=[O:7])[O:8][CH3:9])[cH:10][cH:11]1. The reactants are O=C([O-])[O-], O=C(Cl)Oc1ccccc1, [K+], [K+], CC(C)(CO)c1cc(N)no1, C1CCOC1. Product: CC(C)(CO)c1cc(NC(=O)Oc2ccccc2)no1. RXN SMILES: [C:12](=[O:13])([O-:14])[O-:15].[Cl:18][C:19](=[O:20])[O:21][c:22]1[cH:23][cH:24][cH:25][cH:26][cH:27]1.[K+:16].[K+:17].[NH2:1][c:2]1[n:3][o:4][c:5]([C:7]([CH2:8][OH:9])([CH3:10])[CH3:11])[cH:6]1.[O:28]1[CH2:29][CH2:30][CH2:31][CH2:32]1>>[NH:1]([c:2]1[n:3][o:4][c:5]([C:7]([CH2:8][OH:9])([CH3:10])[CH3:11])[cH:6]1)[C:19](=[O:20])[O:21][c:22]1[cH:23][cH:24][cH:25][cH:26][cH:27]1. Reactants: CC(=O)c1cc([N+](=O)[O-])cc(Cl)c1Cl, [H-], [Na+], CN(C)C=O, Cc1ccc2sc(S)nc2c1. Yields the product CC(=O)c1cc([N+](=O)[O-])cc(Cl)c1Sc1nc2cc(C)ccc2s1. RXN SMILES: [Cl:12][c:13]1[c:14]([C:23]([CH3:24])=[O:25])[cH:15][c:16]([N+:20](=[O:21])[O-:22])[cH:17][c:18]1[Cl:19].[H-:27].[Na+:26].[O:28]=[CH:29][N:30]([CH3:31])[CH3:32].[SH:1][c:2]1[s:3][c:4]2[c:5]([n:6]1)[cH:7][c:8]([CH3:11])[cH:9][cH:10]2>>[S:1]([c:2]1[s:3][c:4]2[c:5]([n:6]1)[cH:7][c:8]([CH3:11])[cH:9][cH:10]2)[c:13]1[c:14]([C:23]([CH3:24])=[O:25])[cH:15][c:16]([N+:20](=[O:21])[O-:22])[cH:17][c:18]1[Cl:19]. Reactants: CI, CN(C)C=O, [H-], [Na+], O, O=c1[nH]c(S)nnc1-c1ccccc1. Yields the product CSc1nnc(-c2ccccc2)c(=O)[nH]1. As a reaction SMILES: [CH3:17][I:18].[CH3:20][N:21]([CH3:22])[CH:23]=[O:24].[H-:15].[Na+:16].[OH2:19].[SH:1][c:2]1[n:3][n:4][c:5](-[c:9]2[cH:10][cH:11][cH:12][cH:13][cH:14]2)[c:6](=[O:8])[nH:7]1>>[S:1]([c:2]1[n:3][n:4][c:5](-[c:9]2[cH:10][cH:11][cH:12][cH:13][cH:14]2)[c:6](=[O:8])[nH:7]1)[CH3:17].